This data is from the Open Reaction Database (ORD), a public repository of structured organic reaction records. The task is: describe an organic reaction: reactants, conditions, products, and yield The reactants are O=C([O-])[O-], CN(C)C=O, O=[N+]([O-])c1ccc(Cl)nc1, [K+], [K+], O, O=C1CCc2c(O)cccc21. Product: O=C1CCc2c(Oc3ccc([N+](=O)[O-])cn3)cccc21. Reaction SMILES: [C:22](=[O:23])([O-:24])[O-:25].[CH3:29][N:30]([CH3:31])[CH:32]=[O:33].[Cl:12][c:13]1[n:14][cH:15][c:16]([N+:19](=[O:20])[O-:21])[cH:17][cH:18]1.[K+:26].[K+:27].[OH2:28].[OH:1][c:2]1[c:3]2[c:7]([cH:8][cH:9][cH:10]1)[C:6](=[O:11])[CH2:5][CH2:4]2>>[O:1]([c:2]1[c:3]2[c:7]([cH:8][cH:9][cH:10]1)[C:6](=[O:11])[CH2:5][CH2:4]2)[c:13]1[n:14][cH:15][c:16]([N+:19](=[O:20])[O-:21])[cH:17][cH:18]1. The reactants are C(C)(C)N1C=C(C2=CC=C(C=C12)[N+](=O)[O-])C1=CC(=C(C(=C1)F)F)F (1-isopropyl-6-nitro-3-(3,4,5-trifluoro-phenyl)-1H-indole), [BH4-].[Na+] (sodium borohydride), FC=1C=CC=C(C1F)F (3,4,5-trifluoro-benzene), O1CCCC1 (tetrahydrofuran). The reagents and catalysts are O.O.O.O.C(C)(=O)[O-].[Ni+2].C(C)(=O)[O-] (nickel(II) acetate tetrahydrate). Solvent: C(C)(=O)OCC (ethyl acetate), CO (methanol). The product is NC1=CC=C2C(=CN(C2=C1)C(C)C)C1=CC(=C(C(=C1)F)F)F (6-amino-1-isopropyl-3-(3,4,5-trifluoro-phenyl)-1H-indole). Reaction SMILES: [CH:1]([N:4]1[C:12]2[C:7](=[CH:8][CH:9]=[C:10]([N+:13]([O-])=O)[CH:11]=2)[C:6]([C:16]2[CH:21]=[C:20]([F:22])[C:19]([F:23])=[C:18]([F:24])[CH:17]=2)=[CH:5]1)([CH3:3])[CH3:2].FC1C=CC=C(F)C=1F.O1CCCC1.[BH4-].[Na+]>C(OCC)(=O)C.O.O.O.O.C([O-])(=O)C.[Ni+2].C([O-])(=O)C.CO>[NH2:13][C:10]1[CH:11]=[C:12]2[C:7]([C:6]([C:16]3[CH:21]=[C:20]([F:22])[C:19]([F:23])=[C:18]([F:24])[CH:17]=3)=[CH:5][N:4]2[CH:1]([CH3:3])[CH3:2])=[CH:8][CH:9]=1 |f:3.4,6.7.8.9.10.11.12|. Procedure: Method H Combine 1-isopropyl-6-nitro-3-(3,4,5-trifluoro-phenyl)-1H-indole (4, R1=i-Pr, R3=3,4,5-trifluoro-benzene) (136.1 mg, 0.41 mmol), nickel(II) acetate tetrahydrate (204 mg, 0.82 mmol), tetrahydrofuran (2.5 mL) and methanol (2.5 mL) in a 50 mL flask. Add sodium borohydride (62 mg, 1.64 mmol) in small portions. Once gas evolution is complete quench the reaction with saturated aqueous ammonium chloride (5 mL), dilute with ethyl acetate (10 mL), and separate the layers. Wash the organic layer ... Starting materials: C(#N)C(CCCI)(C(C)C)C=1SC=CC1 (4-cyano-4-(2-thienyl)-5-methylhexyl iodide), BrC1=CC=CC(=N1)OCCN1CCNCC1 (1-[2-(6-bromo-2-pyridyloxy)ethyl]piperazine). Product: C(#N)C(CCCN1CCN(CC1)CCOC1=NC(=CC=C1)Br)(C(C)C)C=1SC=CC1 (1-[4-cyano-4-(2-thienyl)-5-methylhexyl]-4-[2-(6-bromo-2-pyridyloxy)ethyl]piperazine). As a reaction SMILES: [C:1]([C:3]([C:11]1[S:12][CH:13]=[CH:14][CH:15]=1)([CH:8]([CH3:10])[CH3:9])[CH2:4][CH2:5][CH2:6]I)#[N:2].[Br:16][C:17]1[N:22]=[C:21]([O:23][CH2:24][CH2:25][N:26]2[CH2:31][CH2:30][NH:29][CH2:28][CH2:27]2)[CH:20]=[CH:19][CH:18]=1>>[C:1]([C:3]([C:11]1[S:12][CH:13]=[CH:14][CH:15]=1)([CH:8]([CH3:10])[CH3:9])[CH2:4][CH2:5][CH2:6][N:29]1[CH2:30][CH2:31][N:26]([CH2:25][CH2:24][O:23][C:21]2[CH:20]=[CH:19][CH:18]=[C:17]([Br:16])[N:22]=2)[CH2:27][CH2:28]1)#[N:2]. Procedure: The title compound was synthesized in accordance with Example 75 from 4-cyano-4-(2-thienyl)-5-methylhexyl iodide and 1-[2-(6-bromo-2-pyridyloxy)ethyl]piperazine. The physico-chemical data of the compound was as below. Starting materials: O=C(OCCOCCn1ccc2ncnc(Cl)c21)c1ccccc1, CC(C)O, CC(C)(C)OC(=O)c1ccc(Oc2ccc(N)cc2Cl)cc1. Product: CC(C)(C)OC(=O)c1ccc(Oc2ccc(Nc3ncnc4ccn(CCOCCOC(=O)c5ccccc5)c34)cc2Cl)cc1. As a reaction SMILES: [C:1]([c:2]1[cH:3][cH:4][cH:5][cH:6][cH:7]1)(=[O:8])[O:9][CH2:10][CH2:11][O:12][CH2:13][CH2:14][n:15]1[cH:16][cH:17][c:18]2[n:19][cH:20][n:21][c:22]([Cl:24])[c:23]12.[CH:47]([OH:48])([CH3:49])[CH3:50].[NH2:25][c:26]1[cH:27][c:28]([Cl:46])[c:29]([O:30][c:31]2[cH:32][cH:33][c:34]([C:35](=[O:36])[O:37][C:38]([CH3:39])([CH3:40])[CH3:41])[cH:42][cH:43]2)[cH:44][cH:45]1>>[C:1]([c:2]1[cH:3][cH:4][cH:5][cH:6][cH:7]1)(=[O:8])[O:9][CH2:10][CH2:11][O:12][CH2:13][CH2:14][n:15]1[cH:16][cH:17][c:18]2[n:19][cH:20][n:21][c:22]([NH:25][c:26]3[cH:27][c:28]([Cl:46])[c:29]([O:30][c:31]4[cH:32][cH:33][c:34]([C:35](=[O:36])[O:37][C:38]([CH3:39])([CH3:40])[CH3:41])[cH:42][cH:43]4)[cH:44][cH:45]3)[c:23]12.